Dataset: the Open Reaction Database (ORD), a public repository of structured organic reaction records. Task: describe an organic reaction: reactants, conditions, products, and yield The reactants are OC1=C(C=C(C=C1C)/C=C/C(COC1=CC=C(C=C1)CC(=O)OC)=O)C (Methyl (E)-4-[[4-(4-hydroxy-3,5-dimethylphenyl)-2-oxo-3-butenyl]oxy]-benzene acetate). Solvent: [OH-].[Na+] (NaOH). The product is OC1=C(C=C(C=C1C)/C=C/C(COC1=CC=C(C=C1)CC(=O)O)=O)C ((E)-4-[[4-(4-hydroxy-3,5-dimethylphenyl)-2-oxo-3-butenyl]-oxy]-benzene acetic acid). Reaction SMILES: [OH:1][C:2]1[C:7]([CH3:8])=[CH:6][C:5](/[CH:9]=[CH:10]/[C:11](=[O:25])[CH2:12][O:13][C:14]2[CH:19]=[CH:18][C:17]([CH2:20][C:21]([O:23]C)=[O:22])=[CH:16][CH:15]=2)=[CH:4][C:3]=1[CH3:26]>[OH-].[Na+]>[OH:1][C:2]1[C:3]([CH3:26])=[CH:4][C:5](/[CH:9]=[CH:10]/[C:11](=[O:25])[CH2:12][O:13][C:14]2[CH:15]=[CH:16][C:17]([CH2:20][C:21]([OH:23])=[O:22])=[CH:18][CH:19]=2)=[CH:6][C:7]=1[CH3:8] |f:1.2|. Reported procedure: Methyl (E)-4-[[4-(4-hydroxy-3,5-dimethylphenyl)-2-oxo-3-butenyl]oxy]-benzene acetate (1.73 g) (0.00488 mole) is dissolved in 150 ml 0.1 N NaOH and warmed on the steam bath. As soon as a temperature of 70° is reached the reaction mixture is removed from the bath and allowed to cool to 50°, at which point 1 N HCl (17 ml) is added slowly. The precipitated solid is filtered off, washed with H2O, and recrystallized from HOAc-H2O to yield yellow crystals, 1.22 g (73%), mp 151°-153.5° C. Anal. for C20H... Reactants: C(C)OC(=O)C=1NC2=CC(=CC=C2C1)Br (6-bromo-1H-indole-2-carboxylic acid ethyl ester), Ester, amide, [Li+].[OH-] (LiOH), CO.O (methanol water), indole carboxylic acid esters. The product is COC(=O)C=1N(C2=CC(=CC=C2C1)Br)C (6-Bromo-1-methyl-1H-indole-2-carboxylic acid methyl ester), 6-bromo-1-methyl-1H-indole-2-carboxylic acid [(1S,2R)-2-cyanomethyl-carbamoyl)-cyclohexyl. Yield: 95.0%. Reaction SMILES: [CH2:1]([O:3][C:4]([C:6]1[NH:7][C:8]2[C:13]([CH:14]=1)=[CH:12][CH:11]=[C:10]([Br:15])[CH:9]=2)=[O:5])C.[Li+].[OH-].[CH3:18]O.O>>[CH3:1][O:3][C:4]([C:6]1[N:7]([CH3:18])[C:8]2[C:13]([CH:14]=1)=[CH:12][CH:11]=[C:10]([Br:15])[CH:9]=2)=[O:5] |f:1.2,3.4|. Procedure: 6-Bromo-1-methyl-1H-indole-2-carboxylic acid methyl ester was prepared by N-methylation of 6-bromo-1H-indole-2-carboxylic acid ethyl ester using the procedure described in Example 13 for N-methylation of indole carboxylic acid esters. Ester hydrolysis was performed with LiOH (4 equ.) in methanol-water 4:1, 12 h at room temperature. The reaction mixture was partitioned between ethyl acetate and water. The aqueous phase was acidified to pH˜2-3 with 2N HCl and extracted in ethyl acetate. The organi...